Dataset: the Open Reaction Database (ORD), a public repository of structured organic reaction records. Task: describe an organic reaction: reactants, conditions, products, and yield The reactants are COC1=CC2=CC[C@H]3[C@@H]4CCC([C@@]4(C)CC[C@@H]3[C@]2(CC1)C)=C(S(=O)(=O)C1=CC=C(C=C1)C)[N+]#[C-] (3-methoxy-17-(isocyano-p-methylphenylsulfonylmethylene)-androsta-3,5-diene), ClCOC (chloromethylmethylether). Product: COC1=CC2=CC[C@H]3[C@@H]4CC=C(C(COC)(S(=O)(=O)C5=CC=C(C=C5)C)[N+]#[C-])[C@]4(CC[C@@H]3[C@]2(CC1)C)C (3-methoxy-20-isocyano-20-p-methylphenylsulfonyl-21-methoxypregna-3,5,16-triene). As a reaction SMILES: [CH3:1][O:2][C:3]1[CH2:20][CH2:19][C@@:18]2([CH3:21])[C:5](=[CH:6][CH2:7][C@@H:8]3[C@@H:17]2[CH2:16][CH2:15][C@@:13]2([CH3:14])[C@H:9]3[CH2:10][CH2:11][C:12]2=[C:22]([N+:33]#[C-:34])[S:23]([C:26]2[CH:31]=[CH:30][C:29]([CH3:32])=[CH:28][CH:27]=2)(=[O:25])=[O:24])[CH:4]=1.Cl[CH2:36][O:37][CH3:38]>>[CH3:1][O:2][C:3]1[CH2:20][CH2:19][C@@:18]2([CH3:21])[C:5](=[CH:6][CH2:7][C@@H:8]3[C@@H:17]2[CH2:16][CH2:15][C@@:13]2([CH3:14])[C@H:9]3[CH2:10][CH:11]=[C:12]2[C:22]([N+:33]#[C-:34])([S:23]([C:26]2[CH:27]=[CH:28][C:29]([CH3:32])=[CH:30][CH:31]=2)(=[O:25])=[O:24])[CH2:36][O:37][CH3:38])[CH:4]=1. Procedure: The title compound was prepared according to the process described in Example 8a, starting with 3-methoxy-17-(isocyano-p-methylphenylsulfonylmethylene)-androsta-3,5-diene (477 mg, 1 mmol) and chloromethylmethylether (0.2 ml). Yield: 385 mg.